Dataset: the Open Reaction Database (ORD), a public repository of structured organic reaction records. Task: describe an organic reaction: reactants, conditions, products, and yield Run in C1CCOC1 (THF), O (water). Isolated yield 82.3%. Reported procedure: (4aR, 12aR)-4a-(3-benzyloxyphenyl)-1,2,3,4,4a,5,12,12a-octahydroquinolino[2, 3-g]isoquinoline (84 mg), and cyclopropanecarboaldehyde (0.0305 ml, 0.40 mmol) were dissolved in dry THF (4 ml), and triacetoxysodium borohydride (84. 8 mg, 0.40 mmol) and acetic acid (0.0126 ml, 0.22 mmol) were added to the resultant solution, followed by stirring at room temperature for 2 hours. A saturated aqueous sodium bicarbonate solution (30 ml) and water (30 ml) were then added to the solution, and the resultant... Reaction conditions: time 2 hour. Yields the product C1(CC1)CN1C[C@@H]2CC3=C(C[C@@]2(CC1)C1=CC(=CC=C1)OCC1=CC=CC=C1)N=C1C=CC=CC1=C3 ((4aR, 12aR)-2-cyclopropylmethyl-4a-(3-benzyloxyphenyl)-1,2,3,4,4a,5,12,12a-octahydroquinolino[2, 3-g]isoquinoline). Reactants: C(C1=CC=CC=C1)OC=1C=C(C=CC1)[C@]12CCNC[C@@H]2CC2=C(C1)N=C1C=CC=CC1=C2 ((4aR, 12aR)-4a-(3-benzyloxyphenyl)-1,2,3,4,4a,5,12,12a-octahydroquinolino[2, 3-g]isoquinoline), C1(CC1)C=O (cyclopropanecarboaldehyde), C([O-])(O)=O.[Na+] (sodium bicarbonate), triacetoxysodium borohydride, C(C)(=O)O (acetic acid), resultant solution. RXN SMILES: [CH2:1]([O:8][C:9]1[CH:10]=[C:11]([C@:15]23[CH2:24][C:23]4[N:25]=[C:26]5[C:31](=[CH:32][C:22]=4[CH2:21][C@H:20]2[CH2:19][NH:18][CH2:17][CH2:16]3)[CH:30]=[CH:29][CH:28]=[CH:27]5)[CH:12]=[CH:13][CH:14]=1)[C:2]1[CH:7]=[CH:6][CH:5]=[CH:4][CH:3]=1.[CH:33]1([CH:36]=O)[CH2:35][CH2:34]1.C(O)(=O)C.C(=O)(O)[O-].[Na+]>C1COCC1.O>[CH:33]1([CH2:36][N:18]2[CH2:17][CH2:16][C@:15]3([C:11]4[CH:12]=[CH:13][CH:14]=[C:9]([O:8][CH2:1][C:2]5[CH:3]=[CH:4][CH:5]=[CH:6][CH:7]=5)[CH:10]=4)[C@@H:20]([CH2:21][C:22]4[CH:32]=[C:31]5[C:26]([CH:27]=[CH:28][CH:29]=[CH:30]5)=[N:25][C:23]=4[CH2:24]3)[CH2:19]2)[CH2:35][CH2:34]1 |f:3.4|. RXN SMILES: C[Si]([N-][Si](C)(C)C)(C)C.[Li+].C1COCC1.[CH2:16]([Sn:20](Cl)([CH2:25][CH2:26][CH2:27][CH3:28])[CH2:21][CH2:22][CH2:23][CH3:24])[CH2:17][CH2:18][CH3:19].[F:30][C:31]1[N:32]=[CH:33][N:34]2[CH:38]=[CH:37][S:36][C:35]=12.O>C1COCC1>[F:30][C:31]1[N:32]=[CH:33][N:34]2[CH:38]=[C:37]([Sn:20]([CH2:25][CH2:26][CH2:27][CH3:28])([CH2:21][CH2:22][CH2:23][CH3:24])[CH2:16][CH2:17][CH2:18][CH3:19])[S:36][C:35]=12 |f:0.1.2|. Conditions: time 10 minute. Solvent: C1CCOC1 (THF). Starting materials: O (Water), C[Si](C)(C)[N-][Si](C)(C)C.[Li+].C1CCOC1 (lithiumbis(trimethylsilyl)amide THF), C(CCC)[Sn](CCCC)(CCCC)Cl (tri-n-butylstannyl chloride), FC=1N=CN2C1SC=C2 (7-fluoroimidazo[5,1-b]thiazole). The product is FC=1N=CN2C1SC(=C2)[Sn](CCCC)(CCCC)CCCC (7-Fluoro-2-(tri-n-butylstannyl)imidazo[5,1-b]thiazole). Reported procedure: A 1.0 N lithiumbis(trimethylsilyl)amide/THF solution (3.2 ml) and 0.75 ml of tri-n-butylstannyl chloride were added in that order to a solution of 7-fluoroimidazo[5,1-b]thiazole in dry THF in an argon atmosphere at −78° C. The mixture was stirred at the same temperature for 10 min. Water was added thereto, followed by extraction with ethyl acetate and washing with saturated brine. The extract was dried over anhydrous magnesium sulfate and then filtered. The solvent was removed by distillation un... Starting materials: C1(=CC=CC=C1)C=1N=CNC1C1=CC=CC=C1 (4,5-diphenylimidazole), O1CCCC=C1 (dihydropyran), C(C)(=O)OCC (ethyl acetate), B(F)(F)F.CCOCC (BF3.Et2O). The solvent is CCOCC (ether). As a reaction SMILES: [C:1]1([C:7]2[N:8]=[CH:9][NH:10][C:11]=2[C:12]2[CH:17]=[CH:16][CH:15]=[CH:14][CH:13]=2)[CH:6]=[CH:5][CH:4]=[CH:3][CH:2]=1.[O:18]1[CH:23]=[CH:22][CH2:21][CH2:20][CH2:19]1.C(OCC)(=O)C.B(F)(F)F.CCOCC>CCOCC>[C:1]1([C:7]2[N:8]=[CH:9][N:10]([CH:19]3[CH2:20][CH2:21][CH2:22][CH2:23][O:18]3)[C:11]=2[C:12]2[CH:13]=[CH:14][CH:15]=[CH:16][CH:17]=2)[CH:6]=[CH:5][CH:4]=[CH:3][CH:2]=1 |f:3.4|. Product: C1(=CC=CC=C1)C=1N=CN(C1C1=CC=CC=C1)C1OCCCC1 (4,5-diphenyl-1-(2-tetrahydropyranyl) imidazole). Reported procedure: A mixture of 27 g (0.122 mole) 4,5-diphenylimidazole, 21 g (0.25 mole) dihydropyran, 250 ml ethyl acetate and 4.0 g BF3.Et2O was refluxed for five days. The nearly clear solution was diluted with ether and filtered to remove 0.6 g insoluble starting material. The ether filtrate was washed several times with 10% NaHCO3 then dried and evaporated. TLC showed starting material still present, so the crude product was chromatographed on 2 lb. SilicAR CC-7, eluting with toluene containing 20 to 40% eth...